Dataset: the Open Reaction Database (ORD), a public repository of structured organic reaction records. Task: describe an organic reaction: reactants, conditions, products, and yield Reactants: C(C1=CC=CC=C1)(=O)N=C=O (Benzoyl isocyanate), NC1=C(C#N)C(=CC=C1)C=C(C)C (2-Amino-6-(2-methylprop-1-enyl)benzonitrile). Solvent: O1CCOCC1 (1,4-dioxane). Conditions: time 12 hour. Yields the product C(#N)C1=C(C=CC=C1C=C(C)C)NC(=O)NC(C1=CC=CC=C1)=O (N-(2-cyano-3-(2-methylprop-1-enyl)phenylcarbamoyl)benzamide). Isolated yield 89.0%. RXN SMILES: [C:1]([N:9]=[C:10]=[O:11])(=[O:8])[C:2]1[CH:7]=[CH:6][CH:5]=[CH:4][CH:3]=1.[NH2:12][C:13]1[CH:20]=[CH:19][CH:18]=[C:17]([CH:21]=[C:22]([CH3:24])[CH3:23])[C:14]=1[C:15]#[N:16]>O1CCOCC1>[C:15]([C:14]1[C:17]([CH:21]=[C:22]([CH3:23])[CH3:24])=[CH:18][CH:19]=[CH:20][C:13]=1[NH:12][C:10]([NH:9][C:1](=[O:8])[C:2]1[CH:7]=[CH:6][CH:5]=[CH:4][CH:3]=1)=[O:11])#[N:16]. Reported procedure: Benzoyl isocyanate (88.1 mg, 0.60 mmol) was added to a solution of 2-amino-6-(2-methylprop-1-enyl)benzonitrile (Example 129b) (75.2 mg, 0.44 mmol) in anhydrous 1,4-dioxane under nitrogen, and was stirred at room temperature for 12 h. The mixture was concentrated under vacuum, and purified by chromatography on silica gel eluting with solvent gradient 0% to 15% MeOH in CH2Cl2, to give 125.0 mg (86%) of N-(2-cyano-3-(2-methylprop-1-enyl)phenylcarbamoyl)benzamide as a white solid. 1H NMR (400 MHz, D... The reactants are C(C)(C)(C)OC(CN(S(=O)(=O)C=1SC(=C(C1)Cl)Cl)[C@@H]1C(N(CC1)CC1=CSC(=C1)C#N)=O)=O (2-[[1-(5-cyanothiophene-3-ylmethyl)-2-oxopyrrolidin-3-(S)-yl]-(4,5-dichlorothiophene-2-sulfonyl)amino]acetic acid tert-butyl ester), C(=O)(C(F)(F)F)O (TFA). Run in C(Cl)Cl (CH2Cl2). Run at time 2 hour. The product is C(#N)C1=CC(=CS1)CN1C([C@H](CC1)N(CC(=O)O)S(=O)(=O)C=1SC(=C(C1)Cl)Cl)=O (2-[[1-(5-Cyanothiophene-3-ylmethyl)-2-oxopyrrolidin-3-(S)-yl]-(4,5-dichlorothiophene-2-sulfonyl)amino]acetic acid). Reaction SMILES: C([O:5][C:6](=[O:33])[CH2:7][N:8]([C@H:19]1[CH2:23][CH2:22][N:21]([CH2:24][C:25]2[CH:29]=[C:28]([C:30]#[N:31])[S:27][CH:26]=2)[C:20]1=[O:32])[S:9]([C:12]1[S:13][C:14]([Cl:18])=[C:15]([Cl:17])[CH:16]=1)(=[O:11])=[O:10])(C)(C)C.C(O)(C(F)(F)F)=O>C(Cl)Cl>[C:30]([C:28]1[S:27][CH:26]=[C:25]([CH2:24][N:21]2[CH2:22][CH2:23][C@H:19]([N:8]([S:9]([C:12]3[S:13][C:14]([Cl:18])=[C:15]([Cl:17])[CH:16]=3)(=[O:10])=[O:11])[CH2:7][C:6]([OH:33])=[O:5])[C:20]2=[O:32])[CH:29]=1)#[N:31]. Procedure: To a solution of 2-[[1-(5-cyanothiophene-3-ylmethyl)-2-oxopyrrolidin-3-(S)-yl]-(4,5-dichlorothiophene-2-sulfonyl)amino]acetic acid tert-butyl ester (0.40 g, 0.72 mmol) in 15 mL of CH2Cl2 is added 5 mL of TFA. After 2 hours, the solution is concentrated to give the title compound as a white foam. The reactants are O=C1N(C(C=2C=C3C(=CC12)C=CC=C3)=O)C(CC(=O)N)C3=CC(=C(C=C3)OC)OC3CCCC3 (3-(1,3-dioxobenzo[f]isoindolin-2-yl)-3-(3-cyclopentyloxy-4-methoxyphenyl)propionamide), C(CC)(=O)N (propionamide), 3-(1,3-dioxo-5-azaindolin-2-yl)-3-(3-ethoxy-4-cyclohexyloxyphenyl)propionamide, C(CC)(=O)N (propionamide), C(CC)(=O)N (propionamide), C1(CCCC1)OC=1C=C(C=CC1OCC)CCC(=O)N (3-(3-cyclopentyloxy-4-ethoxyphenyl)propionamide), COC=1C=C(C=CC1OC1CCCCC1)CCC(=O)N (3-(3-methoxy-4-cyclohexyloxyphenyl)propionamide), C(CC)(=O)N (propionamide), C(CC)(=O)N (propionamide), O=C1N(C(C=2C=C3C(=CC12)C=CC=C3)=O)C(CC(=O)N)C3=CC(=C(C=C3)OCC)OC3CCCC3 (3-(1,3-dioxobenzo[f]isoindolin-2-yl)-3-(3-cyclopentyloxy-4-ethoxyphenyl)propionamide), O=C1N(C(C=2C=C3C(=CC12)C=CC=C3)=O)C(CC(=O)N)C3=CC(=C(C=C3)OC)OC3CCCC3 (3-(1,3-dioxobenzo[f]isoindolin-2-yl)-3-(3-cyclopentyloxy-4-methoxyphenyl)propionamide), 3-(1,3-dioxo-4-azaindolin-2-yl)-3-(3-cyclopentyloxy-4-methoxyphenyl)propionamide, 3-(1,3-dioxo-4-azaindolin-2-yl)-3-(3-cyclopentyloxy-4-methoxyphenyl)propionamide, C(CC)(=O)N (propionamide), O=C1N(C(C=2C=C3C(=CC12)C=CC=C3)=O)C(CC(=O)N)C3=CC(=C(C=C3)OC3CCCCC3)OCC (3-(1,3-dioxobenzo[f]isoindolin-2-yl)-3-(3-ethoxy-4-cyclohexyloxyphenyl)propionamide), 3-(1,3-dioxo-5-azaindolin-2-yl)-3-(3-ethoxy-4-cyclopentyloxyphenyl)propionamide, 3-(1,3-dioxo-5-azaindolin-2-yl)-3-(3-methoxy-4-cyclohexyloxyphenyl)propionamide, O=C1N(C(C=2C=C3C(=CC12)C=CC=C3)=O)C(CC(=O)N)C3=CC(=C(C=C3)OC3CCCC3)OCC (3-(1,3-dioxobenzo[f]isoindolin-2-yl)-3-(3-ethoxy-4-cyclopentyloxyphenyl)propionamide), 3-(1,3-dioxo-4-azaindolin-2-yl)-3-(3-ethoxy-4-cyclohexyl-oxyphenyl)propionamide, 3-(1,3-dioxo-5-azaindolin-2-yl)-3-(3-cyclopentyloxy-4-methoxyphenyl)propionamide, 3-(1,3-dioxo-4-azaindolin-2-yl)-3-(3-ethoxy-4-cyclopentyloxyphenyl)propionamide, 3-(1,3-dioxo-4-azaindolin-2-yl)-3-(3-cyclopentyloxy-4-ethoxyphenyl)propionamide, 3-(1,3-dioxo-5-azaindolin-2-yl)-3-(3-cyclopentyloxy-4-methoxyphenyl)propionamide, O=C1N(C(C=2C=C3C(=CC12)C=CC=C3)=O)C(CC(=O)N)C3=CC(=C(C=C3)OC3CCCCC3)OC (3-(1,3-dioxobenzo[f]isoindolin-2-yl)-3-(3-methoxy-4-cyclohexyloxyphenyl)propionamide). Yields the product C1(C=2C(C(N1C(CC(=O)N)C1=CC(=C(C=C1)OC)OC1CCCC1)=O)=CC=CC2)=O (3-Phthalimido-3-(3-cyclopentyloxy-4-methoxyphenyl)propionamide). As a reaction SMILES: [O:1]=[C:2]1[C:10]2[CH:9]=[C:8]3C=CC=C[C:7]3=[CH:6][C:5]=2[C:4](=[O:15])[N:3]1[CH:16]([C:21]1[CH:26]=[CH:25][C:24]([O:27][CH3:28])=[C:23]([O:29][CH:30]2[CH2:34][CH2:33][CH2:32][CH2:31]2)[CH:22]=1)[CH2:17][C:18]([NH2:20])=[O:19].O=C1C2C=C3C=CC=CC3=CC=2C(=O)N1C(C1C=CC(OC2CCCC2)=C(OCC)C=1)CC(N)=O.O=C1C2C=C3C=CC=CC3=CC=2C(=O)N1C(C1C=CC(OC2CCCCC2)=C(OCC)C=1)CC(N)=O.O=C1C2C=C3C=CC=CC3=CC=2C(=O)N1C(C1C=CC(OC2CCCCC2)=C(OC)C=1)CC(N)=O.C(N)(=O)CC.O=C1C2C=C3C=CC=CC3=CC=2C(=O)N1C(C1C=CC(OCC)=C(OC2CCCC2)C=1)CC(N)=O.COC1C=C(CCC(N)=O)C=CC=1OC1CCCCC1.C1(OC2C=C(CCC(N)=O)C=CC=2OCC)CCCC1>>[C:2]1(=[O:1])[N:3]([CH:16]([C:21]2[CH:26]=[CH:25][C:24]([O:27][CH3:28])=[C:23]([O:29][CH:30]3[CH2:34][CH2:33][CH2:32][CH2:31]3)[CH:22]=2)[CH2:17][C:18]([NH2:20])=[O:19])[C:4](=[O:15])[C:5]2=[CH:6][CH:7]=[CH:8][CH:9]=[C:10]12. Procedure details: Similarly from equivalent amounts of 3-(1,3-dioxobenzo[f]isoindolin-2-yl)-3-(3 -cyclopentyloxy-4-methoxyphenyl)propionic acid, 3-(1,3-dioxo-4-azaindolin-2-yl)-3-(3-cyclopentyloxy-4-methoxyphenyl)propionic acid, 3-(1,3-dioxo-5-azaindolin-2-yl)-3-(3-cyclopentyloxy-4-methoxyphenyl)propionic acid, 3-(1,3-dioxobenzo[f]isoindolin-2-yl)-3-(3-ethoxy-4-cyclopentyloxyphenyl)propionic acid, 3-(1,3-dioxobenzo[f]isoindolin-2-yl)-3-(3-ethoxy-4-cyclohexyloxyphenyl)propionic acid, 3-(1,3-dioxobenzo[f]isoindolin... Starting materials: O=C1CCC(=O)N1Br, COC(=O)C(Cc1ccc2[nH]c(=O)oc2c1)NC(=O)OCc1ccccc1, CC(=O)O. The product is COC(=O)C(Cc1cc2oc(=O)[nH]c2cc1Br)NC(=O)OCc1ccccc1. Reaction SMILES: [Br:28][N:29]1[C:30](=[O:31])[CH2:32][CH2:33][C:34]1=[O:35].[CH3:1][O:2][C:3]([CH:4]([CH2:5][c:6]1[cH:7][c:8]2[c:9]([nH:10][c:11](=[O:13])[o:12]2)[cH:14][cH:15]1)[NH:16][C:17](=[O:18])[O:19][CH2:20][c:21]1[cH:22][cH:23][cH:24][cH:25][cH:26]1)=[O:27].[CH3:36][C:37](=[O:38])[OH:39]>>[CH3:1][O:2][C:3]([CH:4]([CH2:5][c:6]1[cH:7][c:8]2[c:9]([nH:10][c:11](=[O:13])[o:12]2)[cH:14][c:15]1[Br:28])[NH:16][C:17](=[O:18])[O:19][CH2:20][c:21]1[cH:22][cH:23][cH:24][cH:25][cH:26]1)=[O:27]. Reactants: COC(=O)C1C(c2ccc(F)cc2)CC2CCC1N2C, C1COCCO1, O. The product is CN1C2CCC1C(C(=O)O)C(c1ccc(F)cc1)C2. Reaction SMILES: [C:1](=[O:2])([O:3][CH3:4])[CH:5]1[CH:6]2[CH2:7][CH2:8][CH:9]([CH2:10][CH:11]1[c:12]1[cH:13][cH:14][c:15]([F:18])[cH:16][cH:17]1)[N:19]2[CH3:20].[O:22]1[CH2:23][CH2:24][O:25][CH2:26][CH2:27]1.[OH2:21]>>[C:1](=[O:2])([OH:3])[CH:5]1[CH:6]2[CH2:7][CH2:8][CH:9]([CH2:10][CH:11]1[c:12]1[cH:13][cH:14][c:15]([F:18])[cH:16][cH:17]1)[N:19]2[CH3:20]. Reactants: C(C)(C)(C)OC(C1=C(C(=CC=C1)CC(B1OC2(C3C(C(CC2O1)C3)(C)C)C)NC(CN(C3CCC(CC3)NC(=O)OC(C)(C)C)C(=O)OC(C)(C)C)=O)OC)=O (3-[2-{2-[tert-Butoxycarbonyl-(4-tert-butoxycarbonylamino-cyclohexyl)-amino]-acetylamino}-2-(2,9,9-trimethyl-3,5-dioxa-4-bora-tricyclo[6.1.1.02,6]dec-4-yl)-ethyl]-2-methoxy-benzoic acid tert-butyl ester), B(Cl)(Cl)Cl (BCl3). Product: NC1CCC(CC1)NCC(=O)NC1B(OC2=C(C1)C=CC=C2C(=O)O)O (3-[2-(4-Amino-cyclohexylamino)-acetylamino]-2-hydroxy-3,4-dihydro-2H-benzo[e][1,2]oxaborinine-8-carboxylic acid). As a reaction SMILES: C([O:5][C:6](=[O:56])[C:7]1[CH:12]=[CH:11][CH:10]=[C:9]([CH2:13][CH:14]([NH:28][C:29](=[O:53])[CH2:30][N:31](C(OC(C)(C)C)=O)[CH:32]2[CH2:37][CH2:36][CH:35]([NH:38]C(OC(C)(C)C)=O)[CH2:34][CH2:33]2)[B:15]2[O:23]C3C(C)(C4CC(C3)C4(C)C)[O:16]2)[C:8]=1OC)(C)(C)C.B(Cl)(Cl)Cl>>[NH2:38][CH:35]1[CH2:36][CH2:37][CH:32]([NH:31][CH2:30][C:29]([NH:28][CH:14]2[CH2:13][C:9]3[CH:10]=[CH:11][CH:12]=[C:7]([C:6]([OH:5])=[O:56])[C:8]=3[O:23][B:15]2[OH:16])=[O:53])[CH2:33][CH2:34]1. Procedure details: Prepared from 3-[2-{2-[tert-Butoxycarbonyl-(4-tert-butoxycarbonylamino-cyclohexyl)-amino]-acetylamino}-2-(2,9,9-trimethyl-3,5-dioxa-4-bora-tricyclo[6.1.1.02,6]dec-4-yl)-ethyl]-2-methoxy-benzoic acid tert-butyl ester and BCl3 following the procedure described in Step 2 of Example 1. The crude product was purified by reverse phase preparative HPLC and dried using lyophilization. ESI-MS m/z 362 (MH)+. The reactants are C(C)(=O)O[BH-](OC(C)=O)OC(C)=O.[Na+] (sodium triacetoxyborohydride), N1N=CC2=CC(=CC=C12)NC1CCC(CC1)=O (4-(1H-5-Indazolylamino)-1-cyclohexanone), N1N=CC2=CC(=CC=C12)NC1CCC(CC1)=O (4-(1H-5-Indazolylamino)-1-cyclohexanone), C1(=CC=CC=C1)NCCN (N-phenylethylenediamine), Cl.CO (Hydrochloric acid methanol). Solvent: CO (methanol). Run at time 18 hour. The product is N1N=CC2=CC(=CC=C12)NC1CCC(CC1)NCCCCC (N1-(1H-5-Indazolyl)-N4-pentyl-1,4-cyclohexanediamine). Isolated yield 68.3%. RXN SMILES: [NH:1]1[C:9]2[C:4](=[CH:5][C:6]([NH:10][CH:11]3[CH2:16][CH2:15][C:14](=O)[CH2:13][CH2:12]3)=[CH:7][CH:8]=2)[CH:3]=[N:2]1.[C:18]1([NH:24]CCN)C=[CH:22][CH:21]=[CH:20][CH:19]=1.C(O[BH-](OC(=O)C)OC(=O)C)(=O)C.[Na+].Cl.CO>CO>[NH:1]1[C:9]2[C:4](=[CH:5][C:6]([NH:10][CH:11]3[CH2:16][CH2:15][CH:14]([NH:24][CH2:18][CH2:19][CH2:20][CH2:21][CH3:22])[CH2:13][CH2:12]3)=[CH:7][CH:8]=2)[CH:3]=[N:2]1 |f:2.3,4.5|. Reported procedure: 4-(1H-5-Indazolylamino)-1-cyclohexanone (intermediate 3) (57 mg) and N-phenylethylenediamine (68 mg) were dissolved in methanol (1 ml), and sodium triacetoxyborohydride (105 mg) was added by portions to the solution at room temperature. The reaction mixture was stirred at room temperature for 18 hr. Hydrochloric acid-methanol was then added thereto, and the reaction mixture was stirred and was then concentrated. The residue was purified by HPLC [0.5% aqueous trifluoroacetic acid solution/acetoni... The reactants are CC(=O)O, COCn1ccnc1C(O)(c1ccc(Cl)cc1Cl)c1ccc(Cl)cc1Cl, Cl, O. The product is OC(c1ncc[nH]1)(c1ccc(Cl)cc1Cl)c1ccc(Cl)cc1Cl. Reaction SMILES: [CH3:27][C:28](=[O:29])[OH:30].[Cl:1][c:2]1[c:3]([C:9]([OH:10])([c:11]2[n:12]([CH2:16][O:17][CH3:18])[cH:13][cH:14][n:15]2)[c:19]2[c:20]([Cl:26])[cH:21][c:22]([Cl:25])[cH:23][cH:24]2)[cH:4][cH:5][c:6]([Cl:8])[cH:7]1.[ClH:31].[OH2:32]>>[Cl:1][c:2]1[c:3]([C:9]([OH:10])([c:11]2[n:12][cH:13][cH:14][nH:15]2)[c:19]2[c:20]([Cl:26])[cH:21][c:22]([Cl:25])[cH:23][cH:24]2)[cH:4][cH:5][c:6]([Cl:8])[cH:7]1. The reactants are C1NCCC2=C1NC1=CC=CC=C21 (2,3,4,9-tetrahydro-1H-pyrido[3,4-b]indole), C([O-])([O-])=O.[K+].[K+] (potassium carbonate), BrC1=C2C=3C(C(NC3C=C1)=O)(CCC2)CCCCBr (6-bromo-2a-(4-bromobutyl)-2a,3,4,5-tetrahydro-1H-benz[cd]indol-2-one). The solvent is CN(C)C=O (DMF). Run at time 8 hour. Yields the product BrC1=C2C=3C(C(NC3C=C1)=O)(CCC2)CCCCN2CC=1NC3=CC=CC=C3C1CC2 (6-Bromo-2a-[4-(2,3,4,9-tetrahydro-1H-pyrido[3,4-b]indol-2-yl)-butyl]-2a,3,4,5-tetrahydro-1H-benz[cd]indol-2-one). Yield: 70.0%. Reaction SMILES: [CH2:1]1[C:6]2[NH:7][C:8]3[C:13]([C:5]=2[CH2:4][CH2:3][NH:2]1)=[CH:12][CH:11]=[CH:10][CH:9]=3.C(=O)([O-])[O-].[K+].[K+].[Br:20][C:21]1[CH:29]=[CH:28][C:27]2[NH:26][C:25](=[O:30])[C:24]3([CH2:34][CH2:35][CH2:36][CH2:37]Br)[CH2:31][CH2:32][CH2:33][C:22]=1[C:23]=23>CN(C=O)C>[Br:20][C:21]1[CH:29]=[CH:28][C:27]2[NH:26][C:25](=[O:30])[C:24]3([CH2:34][CH2:35][CH2:36][CH2:37][N:2]4[CH2:3][CH2:4][C:5]5[C:13]6[C:8](=[CH:9][CH:10]=[CH:11][CH:12]=6)[NH:7][C:6]=5[CH2:1]4)[CH2:31][CH2:32][CH2:33][C:22]=1[C:23]=23 |f:1.2.3|. Reported procedure: A 31 mg (0.18 mmol) portion of 2,3,4,9-tetrahydro-1H-pyrido[3,4-b]indole and 62 mg (0.54 mmol) of potassium carbonate were added to 1 ml of DMF solution containing 58 mg (0.15 mmol) of 6-bromo-2a-(4-bromobutyl)-2a,3,4,5-tetrahydro-1H-benz[cd]indol-2-one and stirred overnight at room temperature. The reaction solution was extracted with ethyl acetate and washed with water. After drying (Na2SO4), the solvent was removed by evaporation under a reduced pressure and the residue was recrystallized fro... The reactants are CCCCNc1cc(C(N)=O)cc(S(N)(=O)=O)c1Oc1ccccc1, CCCCOc1cc(C(=O)NCCN(CC)CC)cc(S(N)(=O)=O)c1Cc1ccccc1. The product is CCCCOc1cc(CNCCN(CC)CC)cc(S(N)(=O)=O)c1Cc1ccccc1. RXN SMILES: [CH2:1]([NH:2][c:3]1[cH:4][c:5]([C:20]([NH2:21])=[O:22])[cH:6][c:7]([S:8](=[O:9])(=[O:10])[NH2:11])[c:12]1[O:13][c:14]1[cH:15][cH:16][cH:17][cH:18][cH:19]1)[CH2:23][CH2:24][CH3:25].[CH2:26]([c:27]1[cH:28][cH:29][cH:30][cH:31][cH:32]1)[c:33]1[c:34]([O:53][CH2:54][CH2:55][CH2:56][CH3:57])[cH:35][c:36]([C:37](=[O:38])[NH:39][CH2:40][CH2:41][N:42]([CH2:43][CH3:44])[CH2:45][CH3:46])[cH:47][c:48]1[S:49]([NH2:50])(=[O:51])=[O:52]>>[CH2:26]([c:27]1[cH:28][cH:29][cH:30][cH:31][cH:32]1)[c:33]1[c:34]([O:53][CH2:54][CH2:55][CH2:56][CH3:57])[cH:35][c:36]([CH2:37][NH:39][CH2:40][CH2:41][N:42]([CH2:43][CH3:44])[CH2:45][CH3:46])[cH:47][c:48]1[S:49]([NH2:50])(=[O:51])=[O:52].